Dataset: the Open Reaction Database (ORD), a public repository of structured organic reaction records. Task: describe an organic reaction: reactants, conditions, products, and yield Starting materials: C(C1=CC=CC=C1)[C@@H]1N(C(OC1)=O)C(COC(C)C)=O ((4S)-4-benzyl-3-(2-isopropoxyacetyl)oxazolidin-2-one), [O-]S(=O)(=O)C(F)(F)F.C(CCC)[B+]CCCC (dibutylboron triflate), C(CC(O)(C(=O)O)CC(=O)O)(=O)O.P(=O)(O)(O)[O-].[Na+] (sodium dihydrogenphosphate-citric acid), OO (hydrogen peroxide), C(C1=CC=CC=C1)OC=1C=C(C=O)C=CC1 (3-benzyloxybenzaldehyde). Run in C(C)N(CC)CC (triethylamine), C1(=CC=CC=C1)C (toluene), CO (methanol), ClCCl (dichloromethane). Run at temperature 0 celsius, time 30 minute. Product: C(C1=CC=CC=C1)[C@@H]1N(C(OC1)=O)C([C@H]([C@H](O)C1=CC(=CC=C1)OCC1=CC=CC=C1)OC(C)C)=O ((4S)-4-Benzyl-3-[(2S,3R)-3-(3-benzyloxyphenyl)-3-hydroxy-2-isopropoxypropionyl]-1,3-oxazolidin-2-one). Yield: 103.6%. As a reaction SMILES: [CH2:1]([C@H:8]1[CH2:12][O:11][C:10](=[O:13])[N:9]1[C:14](=[O:20])[CH2:15][O:16][CH:17]([CH3:19])[CH3:18])[C:2]1[CH:7]=[CH:6][CH:5]=[CH:4][CH:3]=1.[O-]S(C(F)(F)F)(=O)=O.C([B+]CCCC)CCC.[CH2:38]([O:45][C:46]1[CH:47]=[C:48]([CH:51]=[CH:52][CH:53]=1)[CH:49]=[O:50])[C:39]1[CH:44]=[CH:43][CH:42]=[CH:41][CH:40]=1.C(O)(=O)CC(CC(O)=O)(C(O)=O)O.P([O-])(O)(O)=O.[Na+].OO>CO.ClCCl.C(N(CC)CC)C.C1(C)C=CC=CC=1>[CH2:1]([C@H:8]1[CH2:12][O:11][C:10](=[O:13])[N:9]1[C:14](=[O:20])[C@@H:15]([O:16][CH:17]([CH3:18])[CH3:19])[C@@H:49]([C:48]1[CH:51]=[CH:52][CH:53]=[C:46]([O:45][CH2:38][C:39]2[CH:44]=[CH:43][CH:42]=[CH:41][CH:40]=2)[CH:47]=1)[OH:50])[C:2]1[CH:7]=[CH:6][CH:5]=[CH:4][CH:3]=1 |f:1.2,4.5.6|. Reported procedure: A toluene (2.4 L) solution of 150 g of (4S)-4-benzyl-3-(2-isopropoxyacetyl)oxazolidin-2-one and 90 mL of triethylamine was cooled to −70° C., to which 550 mL of dibutylboron triflate (1M dichloromethane solution) was added dropwise at an internal temperature of −70° C. or less. After the dropwise addition, the internal temperature was increased to 0° C. and the reaction mixture was stirred at 0° C. for 30 minutes, followed by again cooling to −70° C. A dichloromethane (300 mL) solution of 121 g ... Reactants: CCCCOCCOc1ccc(-c2ccc3c(c2)C=C(C(=O)OC)CCN3c2ccc(S(=O)(=O)N(C)C)cc2)cc1, C1CCOC1, CO, [Na+], [OH-]. Product: CCCCOCCOc1ccc(-c2ccc3c(c2)C=C(C(=O)O)CCN3c2ccc(S(=O)(=O)N(C)C)cc2)cc1. RXN SMILES: [CH2:1]([CH2:2][CH2:3][CH3:4])[O:5][CH2:6][CH2:7][O:8][c:9]1[cH:10][cH:11][c:12](-[c:15]2[cH:16][cH:17][c:18]3[c:19]([cH:41]2)[CH:20]=[C:21]([C:37](=[O:38])[O:39][CH3:40])[CH2:22][CH2:23][N:24]3[c:25]2[cH:26][cH:27][c:28]([S:31]([N:32]([CH3:33])[CH3:34])(=[O:35])=[O:36])[cH:29][cH:30]2)[cH:13][cH:14]1.[CH2:46]1[O:47][CH2:48][CH2:49][CH2:50]1.[CH3:44][OH:45].[Na+:43].[OH-:42]>>[CH2:1]([CH2:2][CH2:3][CH3:4])[O:5][CH2:6][CH2:7][O:8][c:9]1[cH:10][cH:11][c:12](-[c:15]2[cH:16][cH:17][c:18]3[c:19]([cH:41]2)[CH:20]=[C:21]([C:37](=[O:38])[OH:39])[CH2:22][CH2:23][N:24]3[c:25]2[cH:26][cH:27][c:28]([S:31]([N:32]([CH3:33])[CH3:34])(=[O:35])=[O:36])[cH:29][cH:30]2)[cH:13][cH:14]1. Product: CC1=C(C=NO1)CN1C(C2(C3=CC=CC=C13)COC=1C2=CC2=C(OCO2)C1)=O (1′-[(5-methylisoxazol-4-yl)methyl]spiro[furo[2,3-f][1,3]benzodioxole-7,3′indol]-2′(1H)-one). Procedure details: Following the procedure described in EXAMPLE 10.21, and making non-critical variations using spiro[furo[2,3-f][1,3]benzodioxole-7,3′-indol]-2′(1′H)-one to replace 5,5-dimethyl-5,6-dihydrospiro[benzo[1,2-b:5,4-b′]difuran-3,3′-indol]-2′(1′H)-one, and 4-(bromomethyl)-5-methylisoxazole to replace 2-(bromomethyl)-5-(trifluoromethyl)furan, the title compound was obtained (25%) as a white solid: mp 159-161° C.; 1H NMR (300 MHz, DMSO-d6) δ 7.39-6.91 (m, 4H), 6.50 (s, 1H), 6.11 (s, 1H), 5.94 (d, 1H), 5.8... Starting materials: N1C(C2(C3=CC=CC=C13)COC=1C2=CC2=C(OCO2)C1)=O (spiro[furo[2,3-f][1,3]benzodioxole-7,3′-indol]-2′(1′H)-one), BrCC=1OC(=CC1)C(F)(F)F (2-(bromomethyl)-5-(trifluoromethyl)furan), CC1(C=2C(OC1)=CC=1OCC3(C(NC4=CC=CC=C34)=O)C1C2)C (5,5-dimethyl-5,6-dihydrospiro[benzo[1,2-b:5,4-b′]difuran-3,3′-indol]-2′(1′H)-one), BrCC=1C=NOC1C (4-(bromomethyl)-5-methylisoxazole). As a reaction SMILES: [NH:1]1[C:9]2[C:4](=[CH:5][CH:6]=[CH:7][CH:8]=2)[C:3]2([C:13]3=[CH:14][C:15]4[O:19][CH2:18][O:17][C:16]=4[CH:20]=[C:12]3[O:11][CH2:10]2)[C:2]1=[O:21].CC1(C)COC2=CC3OCC4(C=3C=C12)C1C(=CC=CC=1)NC4=O.Br[CH2:46][C:47]1[CH:48]=[N:49][O:50][C:51]=1[CH3:52].BrCC1OC(C(F)(F)F)=CC=1>>[CH3:52][C:51]1[O:50][N:49]=[CH:48][C:47]=1[CH2:46][N:1]1[C:9]2[C:4](=[CH:5][CH:6]=[CH:7][CH:8]=2)[C:3]2([C:13]3=[CH:14][C:15]4[O:19][CH2:18][O:17][C:16]=4[CH:20]=[C:12]3[O:11][CH2:10]2)[C:2]1=[O:21]. Product: Cc1ccc2cc(NC(C)C(=O)OCC(C)C)ccc2n1. The reactants are CC(=O)C(=O)OCC(C)C, Cc1ccc2cc(N)ccc2n1. RXN SMILES: [C:13]([C:14](=[O:15])[CH3:16])(=[O:17])[O:18][CH2:19][CH:20]([CH3:21])[CH3:22].[NH2:1][c:2]1[cH:3][c:4]2[cH:5][cH:6][c:7]([CH3:12])[n:8][c:9]2[cH:10][cH:11]1>>[NH:1]([c:2]1[cH:3][c:4]2[cH:5][cH:6][c:7]([CH3:12])[n:8][c:9]2[cH:10][cH:11]1)[CH:14]([C:13](=[O:17])[O:18][CH2:19][CH:20]([CH3:21])[CH3:22])[CH3:16]. Reaction SMILES: [C:7](#[N:8])[CH2:9][P:10](=[O:11])([O:12][CH2:13][CH3:14])[O:15][CH2:16][CH3:17].[CH2:25]1[O:26][CH2:27][CH2:28][CH2:29]1.[CH3:1][C:2]([CH3:3])([O-:4])[CH3:5].[CH:18](=[O:19])[C:20]1([C:23]#[N:24])[CH2:21][CH2:22]1.[K+:6]>>[C:7](#[N:8])[CH:9]=[CH:18][C:20]1([C:23]#[N:24])[CH2:21][CH2:22]1. The product is N#CC=CC1(C#N)CC1. Starting materials: CCOP(=O)(CC#N)OCC, C1CCOC1, CC(C)(C)[O-], N#CC1(C=O)CC1, [K+]. The reactants are SSSR, C=1(O)C(O)=CC=CC1 (catechol), Catechols, 5432f, 5120f. The reagents and catalysts are Alumina-Molybdena, molybdenum oxide alumina, C (charcoal). The product is C=1(O)C(O)=CC=CC1 (catechol), ferrous hydroxide, C1(=CC=CC=C1)O (phenol). RXN SMILES: [C:1]1([C:3](=[CH:5][CH:6]=[CH:7][CH:8]=1)[OH:4])[OH:2]>C>[C:1]1([C:3](=[CH:5][CH:6]=[CH:7][CH:8]=1)[OH:4])[OH:2].[C:1]1([OH:2])[CH:3]=[CH:5][CH:6]=[CH:7][CH:8]=1. Procedure: Chem Abstracts 58: 5432f ("Coke Formation During High Temperature Hydrogenation on an Alumina-Molybdena Catalyst"); Abstract of article by Lozovoi et al. in Tr. Inst. Goryuch. Isokop., Akad, Nauk. SSSR 17, pp 23-45 (1962) (Discloses hydrogenation of catechol over a molybdenum oxide-alumina catalyst at very high temperatures [515° C]); 8. Chem Abstracts 62: 5120f ("High-Pressure Hydrogenation of Catechols in the Liquid Phase-Influence of the Quality of the Diluent and the Circulation of Products"...